This data is from the Open Reaction Database (ORD), a public repository of structured organic reaction records. The task is: describe an organic reaction: reactants, conditions, products, and yield Reactants: CC(C)(C)OC(=O)Nc1ccccc1NC(=O)c1ccc(C=Cc2nc(N)nc(N)n2)cc1, ClCCl, O=C(O)C(F)(F)F, [Na+], O=C([O-])O. Product: Nc1nc(N)nc(C=Cc2ccc(C(=O)Nc3ccccc3N)cc2)n1. Reaction SMILES: [C:1]([O:2][C:3](=[O:4])[NH:7][c:8]1[c:9]([NH:14][C:15]([c:16]2[cH:17][cH:18][c:19]([CH:22]=[CH:23][c:24]3[n:25][c:26]([NH2:31])[n:27][c:28]([NH2:30])[n:29]3)[cH:20][cH:21]2)=[O:32])[cH:10][cH:11][cH:12][cH:13]1)([CH3:5])([CH3:6])[CH3:33].[Cl:46][CH2:47][Cl:48].[F:34][C:35]([F:36])([F:37])[C:38]([OH:39])=[O:40].[Na+:45].[O-:41][C:42]([OH:43])=[O:44]>>[NH2:7][c:8]1[c:9]([NH:14][C:15]([c:16]2[cH:17][cH:18][c:19]([CH:22]=[CH:23][c:24]3[n:25][c:26]([NH2:31])[n:27][c:28]([NH2:30])[n:29]3)[cH:20][cH:21]2)=[O:32])[cH:10][cH:11][cH:12][cH:13]1. Starting materials: CC(=O)c1cc(OC)c(OC(=O)C(C)(C)C)cc1 (substrate), c4(OC)ccc(B3OB(c1ccc(OC)cc1)OB(c2ccc(OC)cc2)O3)cc4 (effective_coupling_partner). Reagents/catalysts: PCy3. Conditions: temperature 110 celsius, time 12 hour. Product: COc1ccc(c2c(OC)cc(C(=O)C)cc2)cc1.